Dataset: the Open Reaction Database (ORD), a public repository of structured organic reaction records. Task: describe an organic reaction: reactants, conditions, products, and yield Reactants: C(CCCCC)C=1C=CC2=C(C(CSC2C(=O)OCC)=O)C1 (ethyl 6-hexyl-3,4-dihydro-1H-2-benzothiopyran-4-one-1-carboxylate), [OH-].[K+] (KOH). Solvent: O (water), CO (methanol). Run at time 1 hour. The product is C(CCCCC)C=1C=CC2=C(C(CSC2C(=O)O)=O)C1 (6-hexyl-3,4-dihydro-1H-2-benzothiopyran-4-one-1-carboxylic acid). The yield is 73.5%. As a reaction SMILES: [CH2:1]([C:7]1[CH:8]=[CH:9][C:10]2[CH:15]([C:16]([O:18]CC)=[O:17])[S:14][CH2:13][C:12](=[O:21])[C:11]=2[CH:22]=1)[CH2:2][CH2:3][CH2:4][CH2:5][CH3:6].[OH-].[K+]>CO.O>[CH2:1]([C:7]1[CH:8]=[CH:9][C:10]2[CH:15]([C:16]([OH:18])=[O:17])[S:14][CH2:13][C:12](=[O:21])[C:11]=2[CH:22]=1)[CH2:2][CH2:3][CH2:4][CH2:5][CH3:6] |f:1.2|. Reported procedure: In methanol (150 ml) was suspended ethyl 6-hexyl-3,4-dihydro-1H-2-benzothiopyran-4-one-1-carboxylate (41 g) followed by addition of 2N-KOH (150 ml). The mixture was stirred at room temperature for one hour. The reaction mixture was poured in water, acidified and extracted with ethyl acetate. The ethyl acetate layer was washed with water, dried (MgSO4) and the solvent was distilled off to give 6-hexyl-3,4-dihydro-1H-2-benzothiopyran-4-one-1-carboxylic acid (27.5 g, yield 74%). Recrystallization f... Starting materials: O=C([O-])[O-], CC(C)(N)c1ccccc1, CC(=O)Cl, Cc1ccccc1, [K+], [K+], [Na+], [OH-]. The product is CC(=O)NC(C)(C)c1ccccc1. As a reaction SMILES: [C:17](=[O:18])([O-:19])[O-:20].[C:5]([CH3:6])([CH3:7])([c:8]1[cH:9][cH:10][cH:11][cH:12][cH:13]1)[NH2:14].[CH3:1][C:2]([Cl:3])=[O:4].[CH3:23][c:24]1[cH:25][cH:26][cH:27][cH:28][cH:29]1.[K+:21].[K+:22].[Na+:16].[OH-:15]>>[CH3:1][C:2](=[O:4])[NH:14][C:5]([CH3:6])([CH3:7])[c:8]1[cH:9][cH:10][cH:11][cH:12][cH:13]1. Reactants: C(C)(=O)OCC (ethyl acetate), C([O-])([O-])=O.[K+].[K+] (potassium carbonate), stannous chloride dihydrate, CC(C(=O)OC)(C(=O)OC)C(CC1=C(C=CC(=C1)C(F)(F)F)[N+](=O)[O-])C1=CC=C(C=C1)OC (α-Methyl-[2-(2-nitro-5-trifluoromethylphenyl)-1-(4-methoxyphenyl)ethyl]propanedioic acid, dimethyl ester), Cl (hydrochloric acid), C([O-])([O-])=O.[K+].[K+] (potassium carbonate). Solvent: CO (methanol). Run at time 1.5 hour. The product is CC(C(=O)OC)(C(=O)OC)C(CC1=C(C=CC(=C1)C(F)(F)F)N)C1=CC=C(C=C1)OC (α-Methyl-[2-(2-amino-5-trifluoromethylphenyl)-1-(4-methoxyphenyl)ethyl]propanedioic acid, dimethyl ester). The yield is 91.9%. RXN SMILES: [CH3:1][C:2]([CH:11]([C:26]1[CH:31]=[CH:30][C:29]([O:32][CH3:33])=[CH:28][CH:27]=1)[CH2:12][C:13]1[CH:18]=[C:17]([C:19]([F:22])([F:21])[F:20])[CH:16]=[CH:15][C:14]=1[N+:23]([O-])=O)([C:7]([O:9][CH3:10])=[O:8])[C:3]([O:5][CH3:6])=[O:4].Cl.C(OCC)(=O)C.C(=O)([O-])[O-].[K+].[K+]>CO>[CH3:1][C:2]([CH:11]([C:26]1[CH:31]=[CH:30][C:29]([O:32][CH3:33])=[CH:28][CH:27]=1)[CH2:12][C:13]1[CH:18]=[C:17]([C:19]([F:20])([F:21])[F:22])[CH:16]=[CH:15][C:14]=1[NH2:23])([C:7]([O:9][CH3:10])=[O:8])[C:3]([O:5][CH3:6])=[O:4] |f:3.4.5|. Reported procedure: α-Methyl-[2-(2-nitro-5-trifluoromethylphenyl)-1-(4-methoxyphenyl)ethyl]propanedioic acid, dimethyl ester (6.80 g; 14.9 mmole) was dissolved in methanol (200 ml) under argon at room temperature. Powdered stannous chloride dihydrate (17.48 g; 77.5 mmole) was added, followed by concentrated hydrochloric acid (19 ml) with stirring. After 1.5 hours, Celite, ethyl acetate and saturated potassium carbonate solution were added with stirring (the potassium carbonate was added portionwise). The suspension... Reactants: C(C)OC(=O)C=1N=NC(=CC1)NCC=1C(=NOC1C)C1=CC=C(C=C1)F (6-{[3-(4-fluoro-phenyl)-5-methyl-isoxazol-4-ylmethyl]-amino}-pyridazine-3-carboxylic acid ethyl ester), C(C)(C)N (isopropylamine). Yields the product C(C)(C)NC(=O)C=1N=NC(=CC1)NCC=1C(=NOC1C)C1=CC=C(C=C1)F (6-{[3-(4-Fluoro-phenyl)-5-methyl-isoxazol-4-ylmethyl]-amino}-pyridazine-3-carboxylic acid isopropylamide). Yield: 53.0%. RXN SMILES: C([O:3][C:4]([C:6]1[N:7]=[N:8][C:9]([NH:12][CH2:13][C:14]2[C:15]([C:20]3[CH:25]=[CH:24][C:23]([F:26])=[CH:22][CH:21]=3)=[N:16][O:17][C:18]=2[CH3:19])=[CH:10][CH:11]=1)=O)C.[CH:27]([NH2:30])([CH3:29])[CH3:28]>>[CH:27]([NH:30][C:4]([C:6]1[N:7]=[N:8][C:9]([NH:12][CH2:13][C:14]2[C:15]([C:20]3[CH:21]=[CH:22][C:23]([F:26])=[CH:24][CH:25]=3)=[N:16][O:17][C:18]=2[CH3:19])=[CH:10][CH:11]=1)=[O:3])([CH3:29])[CH3:28]. Reported procedure: As described for example 81, 6-{[3-(4-fluoro-phenyl)-5-methyl-isoxazol-4-ylmethyl]-amino}-pyridazine-3-carboxylic acid ethyl ester (89 mg, 0.25 mmol) was converted, using isopropylamine instead of aminomethylcyclopropane, to the title compound (49 mg, 53%) which was obtained as a white foam. MS: m/e=370.3 [M+H]+. Starting materials: NC1=C(C=C2C(=C(N(C2=C1)CC1=C(C=C(C(=O)OC)C=C1)OC)C)C)C (methyl 4-(6-amino-2,3,5-trimethylindol-1-ylmethyl)-3-methoxybenzoate), CC=1NC2=CC(=C(C=C2C1C)C)[N+](=O)[O-] (2,3,5-trimethyl-6-nitroindole), C1(=CC=CC=C1)C(C(=O)O)CC (2-phenylbutyric acid). The product is COC=1C=C(C(=O)OC)C=CC1CN1C(=C(C2=CC(=C(C=C12)NC(C(CC)C1=CC=CC=C1)=O)C)C)C (methyl 3-methoxy-4-[2,3,5-trimethyl-6-(2-phenylbutanamido)indol-1-ylmethyl]benzoate). Isolated yield 32.0%. RXN SMILES: [NH2:1][C:2]1[CH:10]=[C:9]2[C:5]([C:6]([CH3:25])=[C:7]([CH3:24])[N:8]2[CH2:11][C:12]2[CH:21]=[CH:20][C:15]([C:16]([O:18][CH3:19])=[O:17])=[CH:14][C:13]=2[O:22][CH3:23])=[CH:4][C:3]=1[CH3:26].CC1NC2C(C=1C)=CC(C)=C([N+]([O-])=O)C=2.[C:42]1([CH:48]([CH2:52][CH3:53])[C:49](O)=[O:50])[CH:47]=[CH:46][CH:45]=[CH:44][CH:43]=1>>[CH3:23][O:22][C:13]1[CH:14]=[C:15]([CH:20]=[CH:21][C:12]=1[CH2:11][N:8]1[C:9]2[C:5](=[CH:4][C:3]([CH3:26])=[C:2]([NH:1][C:49](=[O:50])[CH:48]([C:42]3[CH:47]=[CH:46][CH:45]=[CH:44][CH:43]=3)[CH2:52][CH3:53])[CH:10]=2)[C:6]([CH3:25])=[C:7]1[CH3:24])[C:16]([O:18][CH3:19])=[O:17]. Reported procedure: Similarly, starting from methyl 4-(6-amino-2,3,5-trimethylindol-1-ylmethyl)-3-methoxybenzoate (itself obtained using the procedures described for A in Example 1 but starting from 2,3,5-trimethyl-6-nitroindole [G]) and 2-phenylbutyric acid, there was obtained methyl 3-methoxy-4-[2,3,5-trimethyl-6-(2-phenylbutanamido)indol-1-ylmethyl]benzoate [Example 83] in 32% yield as a white solid; partial NMR: 0.9 (t,3H,CH2CH3), 1.2 (m,2H, CH2CH3), 3.4 (t,1H,CHPh), 7.3 (s,5H,Ph). Reaction conditions: time 1.5 hour. Procedure: A solution of 35.7 g of 4-dodecylamino-2,2,6,6-tetramethylpiperidine in 50 ml of xylene was added dropwise at 20°-25° C. to a solution of 9.2 g of cyanuric chloride in 250 ml of xylene. The mixture was stirred for 1.5 hours at the same temperature and then for 5 hours at 50°-55° C. At the end of this time, the reaction mixture was neutralised with an aqueous solution of potassium carbonate, and the xylene layer was separated and dried over anhydrous potassium carbonate. The xylene was distilled ... Solvent: C=1(C(=CC=CC1)C)C (xylene), C=1(C(=CC=CC1)C)C (xylene). Starting materials: C([O-])([O-])=O.[K+].[K+] (potassium carbonate), C(CCCCCCCCCCC)NC1CC(NC(C1)(C)C)(C)C (4-dodecylamino-2,2,6,6-tetramethylpiperidine), N1=C(Cl)N=C(Cl)N=C1Cl (cyanuric chloride). RXN SMILES: [CH2:1]([NH:13][CH:14]1[CH2:19][C:18]([CH3:21])([CH3:20])[NH:17][C:16]([CH3:23])([CH3:22])[CH2:15]1)[CH2:2][CH2:3][CH2:4][CH2:5][CH2:6][CH2:7][CH2:8][CH2:9][CH2:10][CH2:11][CH3:12].[N:24]1[C:31](Cl)=[N:30][C:28](Cl)=[N:27][C:25]=1[Cl:26].C(=O)([O-])[O-].[K+].[K+]>C1(C)C(C)=CC=CC=1>[Cl:26][C:25]1[N:24]=[C:31]([N:13]([CH2:1][CH2:2][CH2:3][CH2:4][CH2:5][CH2:6][CH2:7][CH2:8][CH2:9][CH2:10][CH2:11][CH3:12])[CH:14]2[CH2:15][C:16]([CH3:22])([CH3:23])[NH:17][C:18]([CH3:21])([CH3:20])[CH2:19]2)[N:30]=[C:28]([N:13]([CH:14]2[CH2:15][C:16]([CH3:23])([CH3:22])[NH:17][C:18]([CH3:20])([CH3:21])[CH2:19]2)[CH2:1][CH2:2][CH2:3][CH2:4][CH2:5][CH2:6][CH2:7][CH2:8][CH2:9][CH2:10][CH2:11][CH3:12])[N:27]=1 |f:2.3.4|. Product: ClC1=NC(=NC(=N1)N(C1CC(NC(C1)(C)C)(C)C)CCCCCCCCCCCC)N(CCCCCCCCCCCC)C1CC(NC(C1)(C)C)(C)C (2-Chloro-4,6-bis[N-dodecyl-N-(2,2,6,6-tetramethyl-4-piperidyl)amino]-1,3,5-triazine).